The task is: describe an organic reaction: reactants, conditions, products, and yield. This data is from the Open Reaction Database (ORD), a public repository of structured organic reaction records. The reactants are CC1=C(C=C(N)C=C1)N1C=CN2N=C(C=C21)C=2C=NC=CC2 (4-Methyl-3-[6-(pyridin-3-yl)-1H-imidazo[1,2-b]pyrazol-1-yl]aniline), FC=1C=C(C(=O)O)C=C(C1)S(F)(F)(F)(F)F (3-fluoro-5-(pentafluoro-λ6-sulphanyl)benzoic acid). As a reaction SMILES: [CH3:1][C:2]1[CH:8]=[CH:7][C:5]([NH2:6])=[CH:4][C:3]=1[N:9]1[C:16]2[N:12]([N:13]=[C:14]([C:17]3[CH:18]=[N:19][CH:20]=[CH:21][CH:22]=3)[CH:15]=2)[CH:11]=[CH:10]1.[F:23][C:24]1[CH:25]=[C:26]([CH:30]=[C:31]([S:33]([F:38])([F:37])([F:36])([F:35])[F:34])[CH:32]=1)[C:27](O)=[O:28]>>[F:23][C:24]1[CH:25]=[C:26]([CH:30]=[C:31]([S:33]([F:38])([F:34])([F:35])([F:36])[F:37])[CH:32]=1)[C:27]([NH:6][C:5]1[CH:7]=[CH:8][C:2]([CH3:1])=[C:3]([N:9]2[C:16]3[N:12]([N:13]=[C:14]([C:17]4[CH:18]=[N:19][CH:20]=[CH:21][CH:22]=4)[CH:15]=3)[CH:11]=[CH:10]2)[CH:4]=1)=[O:28]. Yields the product FC=1C=C(C(=O)NC2=CC(=C(C=C2)C)N2C=CN3N=C(C=C32)C=3C=NC=CC3)C=C(C1)S(F)(F)(F)(F)F (3-Fluoro-N-{4-methyl-3-[6-(pyridin-3-yl)-1H-imidazo[1,2-b]pyrazol-1-yl]phenyl}-5-(pentafluoro-λ6-sulphanyl)benzamide). Procedure: Analogously to the process described in Example 26, 100 mg (0.346 mmol) of the compound of Example 6A and 97 mg (0.363 mmol) of 3-fluoro-5-(pentafluoro-λ6-sulphanyl)benzoic acid (JRD Fluorochemicals Ltd., United Kingdom) gave 165 mg (89% of theory) of the title compound. In this case, the reaction time was about 15 h. The reactants are C(C)(=O)OC(C)=O (acetic anhydride), NCC1(CCCCC1)N1CCN(CC1)C (1-(1-aminomethylcyclohexyl)-4-methylpiperazine), mixture. The solvent is C(=O)O (Formic acid), C(=O)O (formic acid). Conditions: time 1 hour. The product is C(=O)NCC1(CCCCC1)N1CCN(CC1)C (1-(1-Formylaminomethylcyclohexyl)-4-methylpiperazine). Yield: 62.7%. Reaction SMILES: C(O[C:5](=[O:7])C)(=O)C.[NH2:8][CH2:9][C:10]1([N:16]2[CH2:21][CH2:20][N:19]([CH3:22])[CH2:18][CH2:17]2)[CH2:15][CH2:14][CH2:13][CH2:12][CH2:11]1>C(O)=O>[CH:5]([NH:8][CH2:9][C:10]1([N:16]2[CH2:17][CH2:18][N:19]([CH3:22])[CH2:20][CH2:21]2)[CH2:15][CH2:14][CH2:13][CH2:12][CH2:11]1)=[O:7]. Procedure: Formic acid (6.9 g, 0.15 mole) and acetic anhydride (15.3 g, 0.15 mole) were mixed without cooling and kept at room temperature for 1 hr. 1-(1-aminomethylcyclohexyl)-4-methylpiperazine (8.4 g, 0.04 mole) was dissolved in formic acid (12 ml) and the formylating mixture (16 ml) added. This produced vigorous effervescence and a rise in temperature to 70°. The mixture was left at room temperature for 2 hr. and then heated on a water bath at 55° for 0.75 hr. The solvents were removed under reduced pr... The reactants are CC(C)(C)OC(=O)Nc1ccccc1NC(=O)C=Cc1ccn(S(=O)(=O)c2ccc(I)cc2)c1, COCCOC, COc1ccc(B(O)O)cn1, [Na+], [Na+], O=S(=O)([O-])[O-]. Yields the product COc1ccc(-c2ccc(S(=O)(=O)n3ccc(C=CC(=O)Nc4ccccc4NC(=O)OC(C)(C)C)c3)cc2)cn1. RXN SMILES: [C:1]([CH3:2])([CH3:3])([CH3:4])[O:5][C:6]([NH:7][c:8]1[c:9]([NH:14][C:15]([CH:16]=[CH:17][c:18]2[cH:19][n:20]([S:23](=[O:24])(=[O:25])[c:26]3[cH:27][cH:28][c:29]([I:32])[cH:30][cH:31]3)[cH:21][cH:22]2)=[O:33])[cH:10][cH:11][cH:12][cH:13]1)=[O:34].[CH2:53]([CH2:54][O:55][CH3:56])[O:57][CH3:58].[CH3:35][O:36][c:37]1[n:38][cH:39][c:40]([B:43]([OH:44])[OH:45])[cH:41][cH:42]1.[Na+:46].[Na+:47].[O-:48][S:49](=[O:50])(=[O:51])[O-:52]>>[C:1]([CH3:2])([CH3:3])([CH3:4])[O:5][C:6]([NH:7][c:8]1[c:9]([NH:14][C:15]([CH:16]=[CH:17][c:18]2[cH:19][n:20]([S:23](=[O:24])(=[O:25])[c:26]3[cH:27][cH:28][c:29](-[c:40]4[cH:39][n:38][c:37]([O:36][CH3:35])[cH:42][cH:41]4)[cH:30][cH:31]3)[cH:21][cH:22]2)=[O:33])[cH:10][cH:11][cH:12][cH:13]1)=[O:34]. Starting materials: COC(=O)NC(C(=O)N1CCCC1c1ncc(-c2ccc3c(c2)C(F)(F)c2cc(-c4ccc5nc(C6C7CCC(C7)N6C(=O)C(NC(=O)OC)C(C)C)[nH]c5c4)ccc2-3)[nH]1)C(C)C, CC#N, O=C(O)C(F)(F)F, O. Product: COC(=O)NC(C(=O)N1CCCC1c1ncc(-c2ccc3c(c2)C(=O)c2cc(-c4ccc5nc(C6C7CCC(C7)N6C(=O)C(NC(=O)OC)C(C)C)[nH]c5c4)ccc2-3)[nH]1)C(C)C. RXN SMILES: [CH3:1][O:2][C:3]([NH:4][CH:5]([CH:6]([CH3:7])[CH3:8])[C:9](=[O:10])[N:11]1[CH:12]([c:16]2[nH:17][c:18](-[c:21]3[cH:22][c:23]4[c:31]([cH:32][cH:33]3)-[c:30]3[c:25]([cH:26][c:27](-[c:34]5[cH:35][c:36]6[c:37]([n:38][c:39]([CH:41]7[N:42]([C:48]([CH:49]([CH:50]([CH3:51])[CH3:52])[NH:53][C:54](=[O:55])[O:56][CH3:57])=[O:58])[CH:43]8[CH2:44][CH2:45][CH:46]7[CH2:47]8)[nH:40]6)[cH:59][cH:60]5)[cH:28][cH:29]3)[C:24]4([F:61])[F:62])[cH:19][n:20]2)[CH2:13][CH2:14][CH2:15]1)=[O:63].[CH3:71][C:72]#[N:73].[F:64][C:65]([F:66])([F:68])[C:69](=[O:67])[OH:70].[OH2:74]>>[CH3:1][O:2][C:3]([NH:4][CH:5]([CH:6]([CH3:7])[CH3:8])[C:9](=[O:10])[N:11]1[CH:12]([c:16]2[nH:17][c:18](-[c:21]3[cH:22][c:23]4[c:31]([cH:32][cH:33]3)-[c:30]3[c:25]([cH:26][c:27](-[c:34]5[cH:35][c:36]6[c:37]([n:38][c:39]([CH:41]7[N:42]([C:48]([CH:49]([CH:50]([CH3:51])[CH3:52])[NH:53][C:54](=[O:55])[O:56][CH3:57])=[O:58])[CH:43]8[CH2:44][CH2:45][CH:46]7[CH2:47]8)[nH:40]6)[cH:59][cH:60]5)[cH:28][cH:29]3)[C:24]4=[O:67])[cH:19][n:20]2)[CH2:13][CH2:14][CH2:15]1)=[O:63]. The reactants are COc1cc(OC)nc(S(C)(=O)=O)n1, [K+], [K+], O=C([O-])[O-], CN(C)C=O, COC(=O)C(O)C(C)(c1ccccc1)c1ccccc1. Yields the product COC(=O)C(Oc1nc(OC)cc(OC)n1)C(C)(c1ccccc1)c1ccccc1. As a reaction SMILES: [CH3:27][S:28](=[O:29])(=[O:30])[c:31]1[n:32][c:33]([O:39][CH3:40])[cH:34][c:35]([O:37][CH3:38])[n:36]1.[K+:21].[K+:22].[O-:23][C:24]([O-:25])=[O:26].[O:41]=[CH:42][N:43]([CH3:44])[CH3:45].[OH:1][CH:2]([C:3](=[O:4])[O:5][CH3:6])[C:7]([CH3:8])([c:9]1[cH:10][cH:11][cH:12][cH:13][cH:14]1)[c:15]1[cH:16][cH:17][cH:18][cH:19][cH:20]1>>[O:1]([CH:2]([C:3](=[O:4])[O:5][CH3:6])[C:7]([CH3:8])([c:9]1[cH:10][cH:11][cH:12][cH:13][cH:14]1)[c:15]1[cH:16][cH:17][cH:18][cH:19][cH:20]1)[c:31]1[n:32][c:33]([O:39][CH3:40])[cH:34][c:35]([O:37][CH3:38])[n:36]1. The reactants are [Isobutyryl9 ]Didemnin B, CC[C@H](C)[C@@H]1[C@H](CC(=O)O[C@H](C(=O)[C@@H](C(=O)N[C@H](C(=O)N2CCC[C@H]2C(=O)N([C@H](C(=O)O[C@@H]([C@@H](C(=O)N1)NC(=O)[C@@H](CC(C)C)N(C)C(=O)[C@@H]3CCCN3C(=O)C(C)O)C)CC=4C=CC(=CC4)OC)C)CC(C)C)C)C(C)C)O (Didemnin B), N1[C@H](C(=O)O)CCC1 (L-Pro), C(C(C)C)(=O)OC(C(C)C)=O (isobutyric anhydride), C(CC)(=O)N1[C@H](C(=O)O)CCC1 (N-propionylproline). Product: C(C(C)C)(=O)N1[C@H](C(=O)O)CCC1 (N-isobutyrylproline). The yield is 96.0%. RXN SMILES: CC[C@@H]([C@H]1NC(=O)[C@@H](NC([C@H](N(C([C@H]2N(C(C(O)C)=O)CCC2)=O)C)CC(C)C)=O)[C@@H](C)OC(=O)[C@H](CC2C=CC(OC)=CC=2)N(C)C(=O)[C@H]2N(CCC2)C(=O)[C@H](CC(C)C)NC(=O)[C@@H](C)C(=O)[C@H:11]([CH:76]([CH3:78])[CH3:77])[O:10]C(=O)C[C@@H]1O)C.[NH:80]1[CH2:87][CH2:86][CH2:85][C@H:81]1[C:82]([OH:84])=[O:83].C(OC(=O)C(C)C)(=O)C(C)C.C(N1CCC[C@H]1C(O)=O)(=O)CC>>[C:11]([N:80]1[CH2:87][CH2:86][CH2:85][C@H:81]1[C:82]([OH:84])=[O:83])(=[O:10])[CH:76]([CH3:78])[CH3:77]. Procedure: [Isobutyryl9 ]Didemnin B (33) and [Isobutyryl9, D-Pro8 ] Didemnin B (34). L-Pro (1.15 g, 0.01 mol) was treated with isobutyric anhydride in a procedure like the N-propionylproline synthesis to give N-isobutyrylproline (1.8 g, 96%): fine crystals, mp 80-82° C.; [α]D25 -8.7° (c 1.56, CHCl3). 1H NMR Anal. (C9H15NO3) C, H, N.